Dataset: the Open Reaction Database (ORD), a public repository of structured organic reaction records. Task: describe an organic reaction: reactants, conditions, products, and yield The reactants are NC1=CC=C(C(=O)N2C3=C(CCCC2)SC=C3)C=C1 (4-(4-aminobenzoyl)-5,6,7,8-tetrahydro-4H-thieno [3,2-b]azepine), CC1=C(C=CC=C1)N=C=O (2-methylphenylisocyanate). Yield: 54.2%. As a reaction SMILES: [NH2:1][C:2]1[CH:19]=[CH:18][C:5]([C:6]([N:8]2[CH2:14][CH2:13][CH2:12][CH2:11][C:10]3[S:15][CH:16]=[CH:17][C:9]2=3)=[O:7])=[CH:4][CH:3]=1.[CH3:20][C:21]1[CH:26]=[CH:25][CH:24]=[CH:23][C:22]=1[N:27]=[C:28]=[O:29]>O1CCCC1>[CH3:20][C:21]1[CH:26]=[CH:25][CH:24]=[CH:23][C:22]=1[NH:27][C:28]([NH:1][C:2]1[CH:3]=[CH:4][C:5]([C:6]([N:8]2[CH2:14][CH2:13][CH2:12][CH2:11][C:10]3[S:15][CH:16]=[CH:17][C:9]2=3)=[O:7])=[CH:18][CH:19]=1)=[O:29]. Procedure details: A mixture of 0.409 g of 4-(4-aminobenzoyl)-5,6,7,8-tetrahydro-4H-thieno [3,2-b]azepine and 0.60 g of 2-methylphenylisocyanate in 2 ml of tetrahydrofuran is heated in an oil bath at 110° C. for 16 hours. The mixture is concentrated under vacuum and the residue chromatographed on preparative silica gel plates with ethyl acetate-hexane (1:1) as solvent to give a solid. Crystallization from ethyl acetate-hexane gives 0.33 g of white crystals, m.p. 179°-182° C. Conditions: temperature 110 celsius. Yields the product CC1=C(C=CC=C1)NC(=O)NC1=CC=C(C(=O)N2C3=C(CCCC2)SC=C3)C=C1 (5,6,7,8-Tetrahydro-4-[4-[[[(2-methylphenyl)amino]carbonyl]amino]benzoyl]-4H-thieno [3,2 -b]azepine). The solvent is O1CCCC1 (tetrahydrofuran). Reactants: N1CCC(CC1)C1=NOC2=C1C=CC(=C2)F (3-(4-piperidinyl)-6-fluorobenzisoxazole), BrCCON1C(C=2C(C1=O)=CC=CC2)=O (N-(2-bromoethoxy)-phthalimide), C(=O)([O-])[O-].[K+].[K+] (K2CO3), C(C)#N (acetonitrile). Yields the product O.FC1=CC2=C(C(=NO2)C2CCN(CC2)CCOC2=C3C(C(=O)NC3=O)=CC=C2)C=C1.FC1=CC2=C(C(=NO2)C2CCN(CC2)CCOC2=C3C(C(=O)NC3=O)=CC=C2)C=C1 (2-[4-(6Fluoro-1,2-benzisoxazol-3-yl)-1-piperidinyl]-ethoxyphthalimide hemihydrate). RXN SMILES: [NH:1]1[CH2:6][CH2:5][CH:4]([C:7]2[C:11]3[CH:12]=[CH:13][C:14]([F:16])=[CH:15][C:10]=3[O:9][N:8]=2)[CH2:3][CH2:2]1.BrCCO[N:21]1[C:25](=[O:26])[C:24]2=[CH:27][CH:28]=[CH:29][CH:30]=[C:23]2[C:22]1=[O:31].[C:32]([O-:35])([O-])=[O:33].[K+].[K+].[C:38](#N)[CH3:39]>>[OH2:9].[F:16][C:14]1[CH:13]=[CH:12][C:11]2[C:7]([CH:4]3[CH2:3][CH2:2][N:1]([CH2:38][CH2:32][O:35][C:30]4[CH:29]=[CH:28][CH:27]=[C:24]5[C:25]([NH:21][C:22](=[O:31])[C:23]=45)=[O:26])[CH2:6][CH2:5]3)=[N:8][O:9][C:10]=2[CH:15]=1.[F:16][C:14]1[CH:13]=[CH:12][C:11]2[C:7]([CH:4]3[CH2:3][CH2:2][N:1]([CH2:39][CH2:38][O:33][C:30]4[CH:29]=[CH:28][CH:27]=[C:24]5[C:25]([NH:21][C:22](=[O:31])[C:23]=45)=[O:26])[CH2:6][CH2:5]3)=[N:8][O:9][C:10]=2[CH:15]=1 |f:2.3.4,6.7.8|. Procedure: A mixture of 3-(4-piperidinyl)-6-fluorobenzisoxazole (3.42 g, 15 mmol), N-(2-bromoethoxy)-phthalimide (4,3 g, 16 mmol) and K2CO3 (26 g, 18 mmol) in acetonitrile (150 ml) was heated at reflux for 2 hours. The solids were removed and the solvent was evaporated. The residue was purified over a flash chromatography column (packed with SiO2, 60 g; eluted with dichloromethane (DCM) and 1% CH3OH in DCM). The pure product thus obtained, weighing 6.8 g was crystallized from DCM:ethanol. Recrystallization... Reactants: Cl, CC(C)(C)OC(=O)N1CCn2c(nnc2-c2ncns2)C1. Yields the product c1nsc(-c2nnc3n2CCNC3)n1. Reaction SMILES: [ClH:22].[s:1]1[n:2][cH:3][n:4][c:5]1-[c:6]1[n:7][n:8][c:9]2[n:10]1[CH2:11][CH2:12][N:13]([C:15]([O:16][C:17]([CH3:18])([CH3:19])[CH3:20])=[O:21])[CH2:14]2>>[s:1]1[n:2][cH:3][n:4][c:5]1-[c:6]1[n:7][n:8][c:9]2[n:10]1[CH2:11][CH2:12][NH:13][CH2:14]2. The reactants are CC1=CC2=C(CNCC2O)S1 (2-methyl-4,5,6,7-tetrahydrothieno[2,3-c]pyridin-4-ol), ClC1=C(C=CC=C1Cl)F (2,3-dichloro-1-fluorobenzene). Yields the product Cl.ClC1=C(C=CC=C1Cl)OC1C2=C(CNC1)SC(=C2)C (4-(2,3-Dichlorophenyloxy)-2-methyl-4,5,6,7-tetrahydrothieno[2,3-c]pyridine hydrochloride). Reaction SMILES: [CH3:1][C:2]1[S:11][C:5]2[CH2:6][NH:7][CH2:8][CH:9]([OH:10])[C:4]=2[CH:3]=1.[Cl:12][C:13]1[C:18]([Cl:19])=[CH:17][CH:16]=[CH:15][C:14]=1F>>[ClH:12].[Cl:12][C:13]1[C:18]([Cl:19])=[CH:17][CH:16]=[CH:15][C:14]=1[O:10][CH:9]1[CH2:8][NH:7][CH2:6][C:5]2[S:11][C:2]([CH3:1])=[CH:3][C:4]1=2 |f:2.3|. Reported procedure: The same method as in Example 3 was conducted using 2-methyl-4,5,6,7-tetrahydrothieno[2,3-c]pyridin-4-ol (Reference Example 8) instead of 6-methyl-4,5,6,7-tetrahydrothieno[2,3-c]pyridin-4-ol (Reference Example 6) and was conducted using 2,3-dichloro-1-fluorobenzene instead of 1,3-difluorobenzene to give the objective compound. Reactants: ClC1=CC(=NC=N1)N (6-chloropyrimidin-4-amine), [H-].[Na+] (sodium hydride), [H-].[Na+] (sodium hydride), ClC=1SC(=CN1)C#N (2-chloro-1,3-thiazole-5-carbonitrile). Solvent: C1CCOC1 (THF). Reaction conditions: time 20 minute. Yields the product ClC1=CC(=NC=N1)NC=1SC(=CN1)C#N (2-[(6-chloropyrimidin-4-yl)amino]-1,3-thiazole-5-carbonitrile). Reaction SMILES: [Cl:1][C:2]1[N:7]=[CH:6][N:5]=[C:4]([NH2:8])[CH:3]=1.[H-].[Na+].Cl[C:12]1[S:13][C:14]([C:17]#[N:18])=[CH:15][N:16]=1>C1COCC1>[Cl:1][C:2]1[N:7]=[CH:6][N:5]=[C:4]([NH:8][C:12]2[S:13][C:14]([C:17]#[N:18])=[CH:15][N:16]=2)[CH:3]=1 |f:1.2|. Reported procedure: 7-2 (2.0 g, 15.4 mmol) and 1 equivalent of sodium hydride (0.62 g, 15.4 mmol) were suspended in THF and stirred for 20 minutes before adding 2-chloro-1,3-thiazole-5-carbonitrile 2-2 (2.23 g, 15.4 mmol) and the other equivalent sodium hydride simultaneously. The reaction was refluxed for 1.5 hours, cooled, quenched with methanol and water, evaporated to dryness and partitioned between methylene chloride, methanol and water. The aqueous layer was evaporated to dryness and purified on a silica colu... Procedure details: Prepared similarly to Intermediate 6 from 5-((benzyloxy)methyl)-2-butyl-4-chloro-7-iodo-6-methyl-5H-pyrrolo[3,2-d]pyrimidine Reaction SMILES: [CH2:1]([O:8][CH2:9][N:10]1[C:18]2[C:17]([NH2:19])=[N:16][C:15]([CH2:20][CH2:21][CH2:22][CH3:23])=[N:14][C:13]=2[C:12]([I:24])=[CH:11]1)[C:2]1[CH:7]=[CH:6][CH:5]=[CH:4][CH:3]=1.[CH2:25](OCN1C2C(Cl)=NC(CCCC)=NC=2C(I)=C1C)C1C=CC=CC=1>>[CH2:1]([O:8][CH2:9][N:10]1[C:18]2[C:17]([NH2:19])=[N:16][C:15]([CH2:20][CH2:21][CH2:22][CH3:23])=[N:14][C:13]=2[C:12]([I:24])=[C:11]1[CH3:25])[C:2]1[CH:7]=[CH:6][CH:5]=[CH:4][CH:3]=1. The product is C(C1=CC=CC=C1)OCN1C(=C(C=2N=C(N=C(C21)N)CCCC)I)C (5-((Benzyloxy)methyl)-2-butyl-7-iodo-6-methyl-5H-pyrrolo[3,2-d]pyrimidin-4-amine). The reactants are C(C1=CC=CC=C1)OCN1C=C(C=2N=C(N=C(C21)N)CCCC)I (5-((Benzyloxy)methyl)-2-butyl-7-iodo-5H-pyrrolo[3,2-d]pyrimidin-4-amine), C(C1=CC=CC=C1)OCN1C(=C(C=2N=C(N=C(C21)Cl)CCCC)I)C (5-((benzyloxy)methyl)-2-butyl-4-chloro-7-iodo-6-methyl-5H-pyrrolo[3,2-d]pyrimidine). The reactants are Cl (hydrochloride), S1C(=CC=C1)C=1C(NC(NC1)=O)=O (5-(thiophen-2-yl)pyrimidine-2,4(1H,3H)-dione), BrCCCCCl (1-bromo-4-chlorobutane), C([O-])([O-])=O.[K+].[K+] (potassium carbonate). Run in CN(C)C=O (DMF), O (Water), C(C)(=O)OCC (Ethyl acetate). The product is ClCCCCN1C(NC(C(=C1)C=1SC=CC1)=O)=O (1-(4-chlorobutyl)-5-(thiophen-2-yl)pyrimidine-2,4(1H,3H)-dione). The yield is 21.8%. Reaction SMILES: [S:1]1[CH:5]=[CH:4][CH:3]=[C:2]1[C:6]1[C:7](=[O:13])[NH:8][C:9](=[O:12])[NH:10][CH:11]=1.Br[CH2:15][CH2:16][CH2:17][CH2:18][Cl:19].C(=O)([O-])[O-].[K+].[K+].Cl>CN(C=O)C.C(OCC)(=O)C.O>[Cl:19][CH2:18][CH2:17][CH2:16][CH2:15][N:10]1[CH:11]=[C:6]([C:2]2[S:1][CH:5]=[CH:4][CH:3]=2)[C:7](=[O:13])[NH:8][C:9]1=[O:12] |f:2.3.4|. Procedure: The solution of 5-(thiophen-2-yl)pyrimidine-2,4(1H,3H)-dione (Prep22, 2.5 g, 12.9 mmol), 1-bromo-4-chlorobutane (2.2 g, 12.9 mmol) and potassium carbonate (1.8 g, 12.9 mmol) in DMF (150 ml) was stirred at room temperature for 5 hours. Water was added and the solution was adjusted to pH=6 with 3N hydrochloride acid. Ethyl acetate was added and the aqueous layer was extracted three times, the combined organic layer was dried and concentrated, the residue was purified by FC(P:E=3:1) to give the tit... Starting materials: C(#C)C1(CCOCC1)O (4-Ethynyl-tetrahydro-pyran-4-ol), C(C)(=O)C=1C=C(NC1)\C=C\1/C(NC2=CC=C(C(=C12)I)F)=O ((Z)-3-[(4-Acetyl-1H-pyrrol-2-yl)methylene]-1,3-dihydro-5-fluoro-4-iodo-2H-indol-2-one). Reagents/catalysts: C=1C=CC(=CC1)[P](C=2C=CC=CC2)(C=3C=CC=CC3)[Pd]([P](C=4C=CC=CC4)(C=5C=CC=CC5)C=6C=CC=CC6)([P](C=7C=CC=CC7)(C=8C=CC=CC8)C=9C=CC=CC9)[P](C=1C=CC=CC1)(C=1C=CC=CC1)C=1C=CC=CC1 ((Ph3P)4Pd). The solvent is CN(C)C=O (DMF), CCN(CC)CC (Et3N). The product is C(C)(=O)C=1C=C(NC1)\C=C\1/C(NC2=CC=C(C(=C12)C#CC1(CCOCC1)O)F)=O ((Z)-3-[(4-Acetyl-1H-pyrrol-2-yl)methylene]-1,3-dihydro-5-fluoro-4-[(4-hydroxy-tetrahydro-pyran-4-yl)ethynyl]-2H-indol-2-one). As a reaction SMILES: [C:1]([C:3]1([OH:9])[CH2:8][CH2:7][O:6][CH2:5][CH2:4]1)#[CH:2].[C:10]([C:13]1[CH:14]=[C:15](/[CH:18]=[C:19]2\[C:20](=[O:30])[NH:21][C:22]3[C:27]\2=[C:26](I)[C:25]([F:29])=[CH:24][CH:23]=3)[NH:16][CH:17]=1)(=[O:12])[CH3:11]>C1C=CC([P]([Pd]([P](C2C=CC=CC=2)(C2C=CC=CC=2)C2C=CC=CC=2)([P](C2C=CC=CC=2)(C2C=CC=CC=2)C2C=CC=CC=2)[P](C2C=CC=CC=2)(C2C=CC=CC=2)C2C=CC=CC=2)(C2C=CC=CC=2)C2C=CC=CC=2)=CC=1.CN(C=O)C.CCN(CC)CC>[C:10]([C:13]1[CH:14]=[C:15](/[CH:18]=[C:19]2\[C:20](=[O:30])[NH:21][C:22]3[C:27]\2=[C:26]([C:2]#[C:1][C:3]2([OH:9])[CH2:8][CH2:7][O:6][CH2:5][CH2:4]2)[C:25]([F:29])=[CH:24][CH:23]=3)[NH:16][CH:17]=1)(=[O:12])[CH3:11] |^1:34,36,55,74|. Reported procedure: Using Method C above, 4-Ethynyl-tetrahydro-pyran-4-ol (0.16 g, 1.26 mmol) (Example 85A) was coupled with (Z)-3-[(4-acetyl-1H-pyrrol-2-yl)methylene]-1,3-dihydro-5-fluoro-4-iodo-2H-indol-2-one (0.2 g, 0.50 mmol) (Example 90B above) using (Ph3P)4Pd (58.4 mg) and Cul (9.6 mg) as catalyst in DMF (15 mL) and Et3N (15 mL) as solvent at 85° C. for 18 h. (Yield 102 mg, 52%). Reactants: CCOC(=O)CC1(O)CCC(C)(C)c2ccc(N=Nc3ccc(C(=O)OCC)cc3)cc21, C(=NC1CCCCC1)=NC1CCCCC1, Cl[Cu], c1ccccc1. The product is CCOC(=O)CC1=CCC(C)(C)c2ccc(N=Nc3ccc(C(=O)OCC)cc3)cc21. Reaction SMILES: [CH3:1][C:2]1([CH3:32])[c:3]2[cH:4][cH:5][c:6]([N:19]=[N:20][c:21]3[cH:22][cH:23][c:24]([C:25](=[O:26])[O:27][CH2:28][CH3:29])[cH:30][cH:31]3)[cH:7][c:8]2[C:9]([CH2:12][C:13](=[O:14])[O:15][CH2:16][CH3:17])([OH:18])[CH2:10][CH2:11]1.[CH:33]1([N:34]=[C:35]=[N:36][CH:37]2[CH2:38][CH2:39][CH2:40][CH2:41][CH2:42]2)[CH2:43][CH2:44][CH2:45][CH2:46][CH2:47]1.[Cu:54][Cl:55].[cH:48]1[cH:49][cH:50][cH:51][cH:52][cH:53]1>>[CH3:1][C:2]1([CH3:32])[c:3]2[cH:4][cH:5][c:6]([N:19]=[N:20][c:21]3[cH:22][cH:23][c:24]([C:25](=[O:26])[O:27][CH2:28][CH3:29])[cH:30][cH:31]3)[cH:7][c:8]2[C:9]([CH2:12][C:13](=[O:14])[O:15][CH2:16][CH3:17])=[CH:10][CH2:11]1.